describe an organic reaction: reactants, conditions, products, and yield From a dataset of the Open Reaction Database (ORD), a public repository of structured organic reaction records. Starting materials: C(CCCCCCCCC)C(C(=O)O)CCCCCCCCCCCC (2-decyltetradecanoic acid), Cl (HCl), C(C(=O)Cl)(=O)Cl (oxalyl chloride). The reagents and catalysts are CN(C=O)C (N,N-dimethylformamide). Solvent: C1CCOC1 (THF). Run at temperature 0 celsius, time 30 minute. Product: C(CCCCCCCCC)C(C(=O)Cl)CCCCCCCCCCCC (2-Decyltetradecanoyl Chloride). Reaction SMILES: [CH2:1]([CH:11]([CH2:15][CH2:16][CH2:17][CH2:18][CH2:19][CH2:20][CH2:21][CH2:22][CH2:23][CH2:24][CH2:25][CH3:26])[C:12](O)=[O:13])[CH2:2][CH2:3][CH2:4][CH2:5][CH2:6][CH2:7][CH2:8][CH2:9][CH3:10].C(Cl)(=O)C([Cl:30])=O.Cl>C1COCC1.CN(C)C=O>[CH2:1]([CH:11]([CH2:15][CH2:16][CH2:17][CH2:18][CH2:19][CH2:20][CH2:21][CH2:22][CH2:23][CH2:24][CH2:25][CH3:26])[C:12]([Cl:30])=[O:13])[CH2:2][CH2:3][CH2:4][CH2:5][CH2:6][CH2:7][CH2:8][CH2:9][CH3:10]. Reported procedure: A 100 mL round bottom flask is charged with 1.15 g (3.13 mmol) of 2-decyltetradecanoic acid (available as ISOCARB 24 from Sasol America), which is dissolved in 20 mL of THF with stirring under inert atmosphere. The solution is cooled to 0° C. and 1.1 mL (12.6 mmol) oxalyl chloride is added dropwise. Upon addition of N,N-dimethylformamide (DMF, 2-3 drops as catalyst), gaseous HCl is observed to evolve from the reaction mixture, after which the mixture is allowed to slowly warm to room temperature...